The task is: describe an organic reaction: reactants, conditions, products, and yield. This data is from the Open Reaction Database (ORD), a public repository of structured organic reaction records. Reported procedure: A solution of 3-[2-(6-chloro-5,7-dimethyl-1H,3H-2,4,7a,8-tetraaza-cyclopenta[a]indene-2-carbonyl)-phenoxymethyl]-azetidine-1-carboxylic acid tert-butyl ester (920 mg; 1.8 mmol; 1 eq.) in TFA (5 mL) and DCM (5 mL) was stirred at room temperature for 1 hour and then concentrated in vacuo. The residue was taken up in water, the pH made basic with 5M NaOH and extracted with DCM (2×). The combined organic layer was dried over magnesium sulfate and concentrated in vacuo. Purification by mass directed ... RXN SMILES: C(OC([N:8]1[CH2:11][CH:10]([CH2:12][O:13][C:14]2[CH:19]=[CH:18][CH:17]=[CH:16][C:15]=2[C:20]([N:22]2[CH2:36][C:25]3=[C:26]4[N:31]([N:32]=[C:24]3[CH2:23]2)[C:30]([CH3:33])=[C:29]([Cl:34])[C:28]([CH3:35])=[N:27]4)=[O:21])[CH2:9]1)=O)(C)(C)C>C(O)(C(F)(F)F)=O.C(Cl)Cl>[ClH:34].[NH:8]1[CH2:9][CH:10]([CH2:12][O:13][C:14]2[CH:19]=[CH:18][CH:17]=[CH:16][C:15]=2[C:20]([N:22]2[CH2:36][C:25]3=[C:26]4[N:31]([N:32]=[C:24]3[CH2:23]2)[C:30]([CH3:33])=[C:29]([Cl:34])[C:28]([CH3:35])=[N:27]4)=[O:21])[CH2:11]1 |f:3.4|. The reactants are C(C)(C)(C)OC(=O)N1CC(C1)COC1=C(C=CC=C1)C(=O)N1CC=2C(=C3N=C(C(=C(N3N2)C)Cl)C)C1 (3-[2-(6-chloro-5,7-dimethyl-1H,3H-2,4,7a,8-tetraaza-cyclopenta[a]indene-2-carbonyl)-phenoxymethyl]-azetidine-1-carboxylic acid tert-butyl ester). Isolated yield 2.5%. Product: Cl.N1CC(C1)COC1=C(C=CC=C1)C(=O)N1CC=2C(=C3N=C(C(=C(N3N2)C)Cl)C)C1 ([2-(azetidin-3-ylmethoxy)-phenyl]-(6-chloro-5,7-dimethyl-1H,3H-2,4,7a,8-tetraaza-cyclopenta[a]inden-2-yl)-methanone hydrochloride). Run in C(=O)(C(F)(F)F)O (TFA), C(Cl)Cl (DCM). Reactants: O=C1CCC(=O)N1Br, ClC(Cl)(Cl)Cl, Cc1ncccc1[N+](=O)[O-], CC(C)(C#N)N=NC(C)(C)C#N. Yields the product O=[N+]([O-])c1cccnc1CBr. As a reaction SMILES: [Br:23][N:24]1[C:25](=[O:26])[CH2:27][CH2:28][C:29]1=[O:30].[C:31]([Cl:32])([Cl:33])([Cl:34])[Cl:35].[CH3:13][c:14]1[n:15][cH:16][cH:17][cH:18][c:19]1[N+:20](=[O:21])[O-:22].[N:1]([C:2]([CH3:3])([CH3:4])[C:5]#[N:6])=[N:7][C:8]([CH3:9])([CH3:10])[C:11]#[N:12]>>[CH2:13]([c:14]1[n:15][cH:16][cH:17][cH:18][c:19]1[N+:20](=[O:21])[O-:22])[Br:23]. Reactants: CN(C)C=NS(=O)(=O)C=1C(=CC=CC1)C1=CC=C(C=C1)CBr (N-[(dimethylamino) methylene]4'-bromomethyl(1,1'-biphenyl)2-sulfonamide), C1N2CN3CN1CN(C2)C3 (hexamethylene-tetramine), C(C)(=O)O (acetic acid), C([O-])(O)=O.[Na+] (sodium bicarbonate). The solvent is O (water). The product is CN(C)C=NS(=O)(=O)C=1C(=CC=CC1)C1=CC=C(C=C1)C=O (N-[(dimethylamino)-methylene]-4'-formyl-(1,1'-biphenyl)-2-sulfonamide). As a reaction SMILES: [CH3:1][N:2]([CH:4]=[N:5][S:6]([C:9]1[C:10]([C:15]2[CH:20]=[CH:19][C:18]([CH2:21]Br)=[CH:17][CH:16]=2)=[CH:11][CH:12]=[CH:13][CH:14]=1)(=[O:8])=[O:7])[CH3:3].C1N2CN3CN(C2)CN1C3.C(O)(=[O:35])C.C(=O)(O)[O-].[Na+]>O>[CH3:1][N:2]([CH:4]=[N:5][S:6]([C:9]1[C:10]([C:15]2[CH:20]=[CH:19][C:18]([CH:21]=[O:35])=[CH:17][CH:16]=2)=[CH:11][CH:12]=[CH:13][CH:14]=1)(=[O:8])=[O:7])[CH3:3] |f:3.4|. Reported procedure: 10 g of N-[(dimethylamino) methylene]4'-bromomethyl(1,1'-biphenyl)2-sulfonamide, 8.14 g of hexamethylene-tetramine and 80 ml of 50% acetic acid are were stirred for one hour at 120° C. and after the addition of 220 ml of water, the reaction mixture was neutralized with a saturated solution of sodium bicarbonate and extracted with dichloromethane. The extracts were dried and evaporated to obtain 7.99 g of the expected product. Reactants: COC([C@@H](N)CC1=CC=CC=C1)=O (L-phenylalanine methyl ester), [OH-].[Na+] (sodium hydroxide), Cl (hydrochloric acid). The solvent is C(C)O (ethanol). Yields the product N[C@@H](CC1=CC=CC=C1)C(=O)O (L-phenylalanine). Isolated yield 179.3%. RXN SMILES: C[O:2][C:3](=[O:13])[C@H:4]([CH2:6][C:7]1[CH:12]=[CH:11][CH:10]=[CH:9][CH:8]=1)[NH2:5].[OH-].[Na+].Cl>C(O)C>[NH2:5][C@H:4]([C:3]([OH:13])=[O:2])[CH2:6][C:7]1[CH:12]=[CH:11][CH:10]=[CH:9][CH:8]=1 |f:1.2|. Reported procedure: A solution of N-(2-chloro-6-methylbenzoyl)-4-[(2,6-dichlorophenyl)carbonyl]amino]-L-phenylalanine methyl ester (1.31 g, 2,6 mmol) in ethanol (45 mL) and 1.0 N sodium hydroxide 45 mL, 45 mmol) was stirred over night at room temperature to give a clear solution. The mixture was neutralized with 1 N hydrochloric acid to precipitate 1.28 g of a white solid. The mother liquor was extracted with ethyl acetate (2×50 mL) and the combined extracts were washed with sat. brine, dried (Na2SO4) and evaporate... Reactants: NC1=C(C=C(OC=2C=NC=C(C(=O)NC)C2)C=C1)F (5-(4-amino-3-fluorophenoxy)-N-methylnicotinamide), COC(C1=CN=CC(=C1)OC1=CC(=C(C=C1)N)F)=O (5-(4-amino-3-fluorophenoxy)nicotinic acid methyl ester). The product is NC1=CC(=C(OC=2C=NC=C(C(=O)NC)C2)C=C1)F (5-(4-Amino-2-fluorophenoxy)-N-methylnicotinamide). Reaction SMILES: [NH2:1][C:2]1[CH:18]=[CH:17][C:5]([O:6][C:7]2[CH:8]=[N:9][CH:10]=[C:11]([CH:16]=2)[C:12]([NH:14][CH3:15])=[O:13])=[CH:4][C:3]=1F.COC(=O)C1C=C(OC2C=CC(N)=C([F:37])C=2)C=NC=1>>[NH2:1][C:2]1[CH:18]=[CH:17][C:5]([O:6][C:7]2[CH:8]=[N:9][CH:10]=[C:11]([CH:16]=2)[C:12]([NH:14][CH3:15])=[O:13])=[C:4]([F:37])[CH:3]=1. Procedure: The title compound was prepared in the same manner described for 5-(4-amino-3-fluorophenoxy)-N-methylnicotinamide, substituting 5-(4-amino-2-fluorophenoxy)-nicotinic acid methyl ester for 5-(4-amino-3-fluorophenoxy)nicotinic acid methyl ester. 1H NMR (DMSO-d6) 67.80 (d, J=1.8 Hz, 1H), 7.53 (d, J=2.7 Hz, 1H), 6.83 to 6.81 (m, 1H), 6.15 (t, J=8.7 Hz, 1H), 5.78 to 5.67 (m, 2H), 4.07 (s, 3H), 2.07 (s, 3H). Reactants: COC(C1=CN=C(C=C1)NC(CSC1N(C(C(=C1C)C)=O)CC1=CC=C(C=C1)OC)=O)=O (6-{2-[1-(4-Methoxybenzyl)-3,4-dimethyl-5-oxo-2,5-dihydro-1H-pyrrol-2-ylsulfanyl]-acetylamino}-nicotinic acid methyl ester), NC1=NC=CC(=C1)CC (2-amino-4-ethylpyridine). Product: C(C)C1=CC(=NC=C1)NC(CSC1N(C(C(=C1C)C)=O)CC1=CC=C(C=C1)OC)=O (N-(4-Ethyl-pyridin-2-yl)-2-[1-(4-methoxy-benzyl)-3,4-dimethyl-5-oxo-2,5-dihydro-1H-pyrrol-2-ylsulfanyl]-acetamide). Reaction SMILES: COC(=O)[C:4]1[CH:9]=[CH:8][C:7]([NH:10][C:11](=[O:31])[CH2:12][S:13][CH:14]2[C:18]([CH3:19])=[C:17]([CH3:20])[C:16](=[O:21])[N:15]2[CH2:22][C:23]2[CH:28]=[CH:27][C:26]([O:29][CH3:30])=[CH:25][CH:24]=2)=[N:6][CH:5]=1.N[C:34]1[CH:39]=C(CC)C=CN=1>>[CH2:34]([C:9]1[CH:4]=[CH:5][N:6]=[C:7]([NH:10][C:11](=[O:31])[CH2:12][S:13][CH:14]2[C:18]([CH3:19])=[C:17]([CH3:20])[C:16](=[O:21])[N:15]2[CH2:22][C:23]2[CH:28]=[CH:27][C:26]([O:29][CH3:30])=[CH:25][CH:24]=2)[CH:8]=1)[CH3:39]. Procedure: The product from Example 1, Part C (0.3 g, 0.93 mmol) and 2-amino-4-ethylpyridine (0.171 g, 1.4 mmol) were converted to the title compound by the method described in Part B of Example 16 (121 mg, 30%). 1H NMR (300 MHz, CDCl3) δ 8.53 (broad s, 1H); 8.15 (d, J=5.16 Hz, 1H); 7.99 (s, 1H); 7.23 (d, J=8.4 Hz, 2H); 6.92 (m, 1H); 6.84 (d, J=8.5 Hz, 2H); 5.11 (d, J=15 Hz, 1H); 4.61 (s, 1H); 4.16 (d, 15 Hz, 1H); 3.77 (s, 3H); 2.90 (s, 2H); 2.67 (q, J=7.4 Hz, 2H); 1.95 (s, 3H); 1.84 (s, 3H); 1.27 (t, J=7.... As a reaction SMILES: [Br:21][c:22]1[c:23]2[c:24]([cH:25][n:26][cH:27]1)[C:28](=[O:37])[O:29][CH:30]2[c:31]1[cH:32][cH:33][cH:34][cH:35][cH:36]1.[CH2:39]1[O:40][CH2:41][CH2:42][CH2:43]1.[CH3:11][Si:12]([N-:13][Si:14]([CH3:15])([CH3:16])[CH3:17])([CH3:18])[CH3:19].[ClH:38].[Li+:20].[NH:1]1[C:2](=[O:10])[CH2:3][c:4]2[cH:5][cH:6][cH:7][cH:8][c:9]21>>[NH:1]1[C:2](=[O:10])[C:3](=[C:28]2[c:24]3[c:23]([c:22]([Br:21])[cH:27][n:26][cH:25]3)[CH:30]([c:31]3[cH:32][cH:33][cH:34][cH:35][cH:36]3)[O:29]2)[c:4]2[cH:5][cH:6][cH:7][cH:8][c:9]21. Product: O=C1Nc2ccccc2C1=C1OC(c2ccccc2)c2c(Br)cncc21. The reactants are O=C1OC(c2ccccc2)c2c(Br)cncc21, C1CCOC1, C[Si](C)(C)[N-][Si](C)(C)C, Cl, [Li+], O=C1Cc2ccccc2N1. Starting materials: compound, NC1=CC=C(C=C1)C=1C=C2CN(C(C2=CC1)=O)[C@H](C(=O)OC)C(C)C ((S)-Methyl 2-(5-(4-aminophenyl)-1-oxoisoindolin-2-yl)-3-methylbutanoate), FC1=C(C=CC(=C1)F)S(=O)(=O)Cl (2,4-difluoro benzene sulfonyl chloride), compound, compound. RXN SMILES: [NH2:1][C:2]1[CH:7]=[CH:6][C:5]([C:8]2[CH:9]=[C:10]3[C:14](=[CH:15][CH:16]=2)[C:13](=[O:17])[N:12]([C@@H:18]([CH:23]([CH3:25])[CH3:24])[C:19]([O:21][CH3:22])=[O:20])[CH2:11]3)=[CH:4][CH:3]=1.[F:26][C:27]1[CH:32]=[C:31]([F:33])[CH:30]=[CH:29][C:28]=1[S:34](Cl)(=[O:36])=[O:35]>>[F:26][C:27]1[CH:32]=[C:31]([F:33])[CH:30]=[CH:29][C:28]=1[S:34]([NH:1][C:2]1[CH:7]=[CH:6][C:5]([C:8]2[CH:9]=[C:10]3[C:14](=[CH:15][CH:16]=2)[C:13](=[O:17])[N:12]([C@@H:18]([CH:23]([CH3:25])[CH3:24])[C:19]([O:21][CH3:22])=[O:20])[CH2:11]3)=[CH:4][CH:3]=1)(=[O:36])=[O:35]. Yields the product FC1=C(C=CC(=C1)F)S(=O)(=O)NC1=CC=C(C=C1)C=1C=C2CN(C(C2=CC1)=O)[C@H](C(=O)OC)C(C)C ((S)-Methyl 2-(5-(4-(2,4-difluorophenylsulfonamido)phenyl)-1-oxoisoindolin-2-yl)-3-methylbutanoate). Procedure: The compound of example 290 was prepared analogous to compound of example 284 by reaction of compound of example 223 with 2,4-difluoro benzene sulfonyl chloride. The compound of example 290 was used directly without isolation, for the preparation of compound of example 291.